From a dataset of the Open Reaction Database (ORD), a public repository of structured organic reaction records. describe an organic reaction: reactants, conditions, products, and yield Reactants: O=[N+]([O-])c1ccccc1F, Nc1ccc(Cl)cc1, O, c1ccncc1. Product: O=[N+]([O-])c1ccccc1Nc1ccc(Cl)cc1. Reaction SMILES: [F:1][c:2]1[c:3]([N+:8](=[O:9])[O-:10])[cH:4][cH:5][cH:6][cH:7]1.[NH2:11][c:12]1[cH:13][cH:14][c:15]([Cl:16])[cH:17][cH:18]1.[OH2:19].[cH:20]1[cH:21][cH:22][n:23][cH:24][cH:25]1>>[c:2]1([NH:11][c:12]2[cH:13][cH:14][c:15]([Cl:16])[cH:17][cH:18]2)[c:3]([N+:8](=[O:9])[O-:10])[cH:4][cH:5][cH:6][cH:7]1.